Dataset: the Open Reaction Database (ORD), a public repository of structured organic reaction records. Task: describe an organic reaction: reactants, conditions, products, and yield The reactants are CON=C(C1=CC=C(C=C1)B1OC(C(O1)(C)C)(C)C)C1=CC=CC=C1 (phenyl-[4-(4,4,5,5-tetramethyl-1,3,2-dioxaborolan-2-yl)phenyl]-methanone O-methyloxime), IC1=NN(C2=NC=NC(=C21)N)[C@@H]2CC[C@@H](CC2)N2CCN(CC2)C (cis-3-iodo-1-[4-(4-methylpiperazino)-cyclohexyl]-1H-pyrazolo[3,4-d]pyrimidin-4-amine), tetrakis-(triphenylphosphine)palladium, C([O-])([O-])=O.[Na+].[Na+] (sodium carbonate). The solvent is COCCOC (ethylene glycol dimethyl ether), O (water). Product: CON=C(C1=CC=CC=C1)C1=CC=C(C=C1)C1=NN(C2=NC=NC(=C21)N)[C@@H]2CC[C@@H](CC2)N2CCN(CC2)C (cis-{4-{4-amino-1-[4-(4-methylpiperazino)cyclohexyl]-1H-pyrazolo[3,4-d]pyrimidin-3-yl}-phenyl}(phenyl)methanone O-methyloxime). Yield: 73.9%. As a reaction SMILES: [CH3:1][O:2][N:3]=[C:4]([C:20]1[CH:25]=[CH:24][CH:23]=[CH:22][CH:21]=1)[C:5]1[CH:10]=[CH:9][C:8](B2OC(C)(C)C(C)(C)O2)=[CH:7][CH:6]=1.I[C:27]1[C:35]2[C:30](=[N:31][CH:32]=[N:33][C:34]=2[NH2:36])[N:29]([C@H:37]2[CH2:42][CH2:41][C@@H:40]([N:43]3[CH2:48][CH2:47][N:46]([CH3:49])[CH2:45][CH2:44]3)[CH2:39][CH2:38]2)[N:28]=1.C(=O)([O-])[O-].[Na+].[Na+]>COCCOC.O>[CH3:1][O:2][N:3]=[C:4]([C:5]1[CH:6]=[CH:7][C:8]([C:27]2[C:35]3[C:30](=[N:31][CH:32]=[N:33][C:34]=3[NH2:36])[N:29]([C@H:37]3[CH2:38][CH2:39][C@@H:40]([N:43]4[CH2:44][CH2:45][N:46]([CH3:49])[CH2:47][CH2:48]4)[CH2:41][CH2:42]3)[N:28]=2)=[CH:9][CH:10]=1)[C:20]1[CH:21]=[CH:22][CH:23]=[CH:24][CH:25]=1 |f:2.3.4|. Procedure details: A mixture of phenyl-[4-(4,4,5,5-tetramethyl-1,3,2-dioxaborolan-2-yl)phenyl]-methanone O-methyloxime (intermediate AQ) (0.701 g, 0.0021 mol), cis-3-iodo-1-[4-(4-methylpiperazino)-cyclohexyl]-1H-pyrazolo[3,4-d]pyrimidin-4-amine (Intermediate AC) (0.80 g, 0.0018 mol), tetrakis-(triphenylphosphine)palladium (0.125 g, 0.00011 mol) and sodium carbonate (0.48 g, 0.0045 mol) was heated in a mixture of ethylene glycol dimethyl ether (40 mL) and water (20 mL) at 80° C. for 16 hours under an atmosphere of ... The reactants are ClCCl, CCCc1c(OCOC)ccc(C(O)(C(F)(F)F)C(F)(F)F)c1CO, CCOC(=O)N=NC(=O)OCC, O, c1ccc(P(c2ccccc2)c2ccccc2)cc1. Product: CCCc1c(OCOC)ccc2c1COC2(C(F)(F)F)C(F)(F)F. Reaction SMILES: [Cl:58][CH2:59][Cl:60].[F:1][C:2]([C:3]([C:4]([F:5])([F:6])[F:7])([OH:8])[c:9]1[c:10]([CH2:22][OH:23])[c:11]([CH2:19][CH2:20][CH3:21])[c:12]([O:15][CH2:16][O:17][CH3:18])[cH:13][cH:14]1)([F:24])[F:25].[O:45]=[C:46]([O:47][CH2:48][CH3:49])[N:50]=[N:51][C:52]([O:53][CH2:54][CH3:55])=[O:56].[OH2:57].[c:26]1([P:27]([c:28]2[cH:29][cH:30][cH:31][cH:32][cH:33]2)[c:34]2[cH:35][cH:36][cH:37][cH:38][cH:39]2)[cH:40][cH:41][cH:42][cH:43][cH:44]1>>[F:1][C:2]([C:3]1([C:4]([F:5])([F:6])[F:7])[O:8][CH2:22][c:10]2[c:9]1[cH:14][cH:13][c:12]([O:15][CH2:16][O:17][CH3:18])[c:11]2[CH2:19][CH2:20][CH3:21])([F:24])[F:25]. Reactants: C(=O)([O-])[O-].[K+].[K+] (K2CO3), C(C)(C)(C)OC(=O)N(CC=1N=NN(C1)CC1=CC=C(C=C1)OC)CC1=CC=C(C=C1)B(O)O (4-({tert-butoxycarbonyl-[1-(4-methoxy-benzyl)-1H-[1,2,3]triazol-4-ylmethyl]-amino}-methyl)-phenylboronic acid), C(C)(C)(C)OC(=O)N(CC=1N(N=NC1)CC1=CC=C(C=C1)OC)CC1=CC=C(C=C1)B(O)O (4-({tert-butoxycarbonyl-[3-(4-methoxy-benzyl)-3H-[1,2,3]triazol-4-ylmethyl]-amino}-methyl)-phenylboronic acid), FC=1C=C(C=CC1I)N1C(O[C@H](C1)CN1N=NC(=C1)[Si](C)(C)C)=O ((5R)-3-(3-Fluoro-4-iodo-phenyl)-5-(4-trimethylsilanyl-[1,2,3]triazol-1-ylmethyl)-oxazolidin-2-one). Reagents/catalysts: C=1C=CC(=CC1)[P](C=2C=CC=CC2)(C=3C=CC=CC3)[Pd]([P](C=4C=CC=CC4)(C=5C=CC=CC5)C=6C=CC=CC6)([P](C=7C=CC=CC7)(C=8C=CC=CC8)C=9C=CC=CC9)[P](C=1C=CC=CC1)(C=1C=CC=CC1)C=1C=CC=CC1 (Pd(PPh3)4). Solvent: O (H2O), CCO (EtOH), C1(=CC=CC=C1)C (toluene), C(C)(=O)OCC (ethyl acetate), O (H2O). Product: C(C)(C)(C)OC(N(CC=1N=NN(C1)CC1=CC=C(C=C1)OC)CC1=CC=C(C=C1)C1=C(C=C(C=C1)N1C(OC(C1)CN1N=NC(=C1)[Si](C)(C)C)=O)F)=O ({2′-Fluoro-4′-[2-oxo-5-(4-trimethylsilanyl-[1,2,3]triazol-1-ylmethyl)-oxazolidin-3-yl]-biphenyl-4-ylmethyl}-[1-(4-methoxy-benzyl)-1H-[1,2,3]triazol-4-ylmethyl]-carbamic acid tert-butyl ester). Reaction SMILES: [C:1]([O:5][C:6]([N:8]([CH2:24][C:25]1[CH:30]=[CH:29][C:28](B(O)O)=[CH:27][CH:26]=1)[CH2:9][C:10]1[N:11]=[N:12][N:13]([CH2:15][C:16]2[CH:21]=[CH:20][C:19]([O:22][CH3:23])=[CH:18][CH:17]=2)[CH:14]=1)=[O:7])([CH3:4])([CH3:3])[CH3:2].C(OC(N(CC1C=CC(B(O)O)=CC=1)CC1N(CC2C=CC(OC)=CC=2)N=NC=1)=O)(C)(C)C.[F:67][C:68]1[CH:69]=[C:70]([N:75]2[CH2:79][C@H:78]([CH2:80][N:81]3[CH:85]=[C:84]([Si:86]([CH3:89])([CH3:88])[CH3:87])[N:83]=[N:82]3)[O:77][C:76]2=[O:90])[CH:71]=[CH:72][C:73]=1I.C([O-])([O-])=O.[K+].[K+]>C1(C)C=CC=CC=1.C1C=CC([P]([Pd]([P](C2C=CC=CC=2)(C2C=CC=CC=2)C2C=CC=CC=2)([P](C2C=CC=CC=2)(C2C=CC=CC=2)C2C=CC=CC=2)[P](C2C=CC=CC=2)(C2C=CC=CC=2)C2C=CC=CC=2)(C2C=CC=CC=2)C2C=CC=CC=2)=CC=1.C(OCC)(=O)C.O.CCO>[C:1]([O:5][C:6](=[O:7])[N:8]([CH2:24][C:25]1[CH:30]=[CH:29][C:28]([C:73]2[CH:72]=[CH:71][C:70]([N:75]3[CH2:79][CH:78]([CH2:80][N:81]4[CH:85]=[C:84]([Si:86]([CH3:87])([CH3:89])[CH3:88])[N:83]=[N:82]4)[O:77][C:76]3=[O:90])=[CH:69][C:68]=2[F:67])=[CH:27][CH:26]=1)[CH2:9][C:10]1[N:11]=[N:12][N:13]([CH2:15][C:16]2[CH:21]=[CH:20][C:19]([O:22][CH3:23])=[CH:18][CH:17]=2)[CH:14]=1)([CH3:4])([CH3:3])[CH3:2] |f:3.4.5,^1:107,109,128,147|. Procedure details: A suspension of the crude regioisomeric mixture of 4-({tert-butoxycarbonyl-[1-(4-methoxy-benzyl)-1H-[1,2,3]triazol-4-ylmethyl]-amino}-methyl)-phenylboronic acid and 4-({tert-butoxycarbonyl-[3-(4-methoxy-benzyl)-3H-[1,2,3]triazol-4-ylmethyl]-amino}-methyl)-phenylboronic acid (1008 and 1009, 0.40 g, 0.89 mmol) and N-[3-(3-fluoro-4-iodo-phenyl)-2-oxo-oxazolidin-5-ylmethyl]-acetamide (1024, 0.37 g, 0.80 mmol, 0.90 equiv) in toluene (3 mL) was treated with powder K2CO3 (0.365 g, 5.31 mol, 3.0 equiv),... The reactants are C(OCC)(OCC)OCC (Triethyl orthoformate), CC=1NC=C(C1C=1CCN(CC1)C)C (4-(2,4-dimethyl-1H-pyrrol-3-yl)-1-methyl-1,2,3,6-tetrahydro-pyridine). Run in C(=O)(C(F)(F)F)O (TFA). Reaction conditions: temperature 0 celsius, time 10 minute. Product: CC1=C(NC(=C1C=1CCN(CC1)C)C)C=O (3,5-dimethyl-4-(1-methyl-1,2,3,6-tetrahydro-pyridin-4-yl)-1H-pyrrole-2-carbaldehyde). RXN SMILES: C([O:8][CH2:9][CH3:10])(OCC)OCC.[CH3:11][C:12]1[NH:13][CH:14]=[C:15](C)[C:16]=1[C:17]1[CH2:18][CH2:19][N:20]([CH3:23])[CH2:21][CH:22]=1>C(O)(C(F)(F)F)=O>[CH3:14][C:15]1[C:16]([C:17]2[CH2:22][CH2:21][N:20]([CH3:23])[CH2:19][CH:18]=2)=[C:12]([CH3:11])[NH:13][C:10]=1[CH:9]=[O:8]. Procedure details: Triethyl orthoformate (6 mL) was added to a solution of 4-(2,4-dimethyl-1H-pyrrol-3-yl)-1-methyl-1,2,3,6-tetrahydro-pyridine (360 mg) in TFA (6 mL) at 0° C. The mixture was stirred at 0° C. for 10 mins and then at rt for 40 mins. The solvent was removed and to the residue was added NaHCO3, extracted with ethyl acetate, dried and concentrated to give 356 mg of 3,5-dimethyl-4-(1-methyl-1,2,3,6-tetrahydro-pyridin-4-yl)-1H-pyrrole-2-carbaldehyde. Product: CCc1cnc(N(CCc2csc(SC(C)(C)C(=O)O)n2)Cc2ccc(N3CCOCC3)cc2)nc1. Reaction SMILES: [C:1]([CH3:2])([CH3:3])([CH3:4])[O:5][C:6]([C:7]([CH3:8])([CH3:9])[S:10][c:11]1[s:12][cH:13][c:14]([CH2:16][CH2:17][N:18]([CH2:19][c:20]2[cH:21][cH:22][c:23]([N:26]3[CH2:27][CH2:28][O:29][CH2:30][CH2:31]3)[cH:24][cH:25]2)[c:32]2[n:33][cH:34][c:35]([CH2:38][CH3:39])[cH:36][n:37]2)[n:15]1)=[O:40].[Cl:48][CH2:49][Cl:50].[OH:41][C:42]([C:43]([F:44])([F:45])[F:46])=[O:47]>>[O:5]=[C:6]([C:7]([CH3:8])([CH3:9])[S:10][c:11]1[s:12][cH:13][c:14]([CH2:16][CH2:17][N:18]([CH2:19][c:20]2[cH:21][cH:22][c:23]([N:26]3[CH2:27][CH2:28][O:29][CH2:30][CH2:31]3)[cH:24][cH:25]2)[c:32]2[n:33][cH:34][c:35]([CH2:38][CH3:39])[cH:36][n:37]2)[n:15]1)[OH:40]. Starting materials: CCc1cnc(N(CCc2csc(SC(C)(C)C(=O)OC(C)(C)C)n2)Cc2ccc(N3CCOCC3)cc2)nc1, ClCCl, O=C(O)C(F)(F)F. Starting materials: FC(OC1=CC=C(C=C1)N1C(C2(CC1)CCNCC2)=O)(F)F (2-(4-trifluoromethoxy-phenyl)-2,8-diaza-spiro[4.5]decan-1-one), O=C(OC(Cl)(Cl)Cl)Cl (diphosgene), CNCCCCC (methyl-pentyl-amine). Yields the product CN(C(=O)N1CCC2(CCN(C2=O)C2=CC=C(C=C2)OC(F)(F)F)CC1)CCCCC (1-Oxo-2-(4-trifluoromethoxy-phenyl)-2,8-diaza-spiro[4.5]decane-8-carboxylic acid methyl-pentyl-amide). RXN SMILES: [F:1][C:2]([F:22])([F:21])[O:3][C:4]1[CH:9]=[CH:8][C:7]([N:10]2[CH2:14][CH2:13][C:12]3([CH2:19][CH2:18][NH:17][CH2:16][CH2:15]3)[C:11]2=[O:20])=[CH:6][CH:5]=1.O=C(Cl)[O:25][C:26](Cl)(Cl)Cl.[CH3:31][NH:32][CH2:33][CH2:34][CH2:35][CH2:36][CH3:37]>>[CH3:31][N:32]([CH2:33][CH2:34][CH2:35][CH2:36][CH3:37])[C:26]([N:17]1[CH2:16][CH2:15][C:12]2([C:11](=[O:20])[N:10]([C:7]3[CH:8]=[CH:9][C:4]([O:3][C:2]([F:1])([F:21])[F:22])=[CH:5][CH:6]=3)[CH2:14][CH2:13]2)[CH2:19][CH2:18]1)=[O:25]. Reported procedure: This material was prepared in analogy to example 251 step B) from 2-(4-trifluoromethoxy-phenyl)-2,8-diaza-spiro[4.5]decan-1-one, diphosgene and methyl-pentyl-amine. MS (ESI): 442.4 (MH+). Reactants: [Br-], Cc1ccccc1, CCOC(=O)Cc1ccc(C(=O)Cl)n1C, O, Cc1ccc([Mg+])cc1. Yields the product CCOC(=O)Cc1ccc(C(=O)c2ccc(C)cc2)n1C. Reaction SMILES: [Br-:23].[CH3:16][c:17]1[cH:18][cH:19][cH:20][cH:21][cH:22]1.[Cl:1][C:2](=[O:3])[c:4]1[cH:5][cH:6][c:7]([CH2:10][C:11](=[O:12])[O:13][CH2:14][CH3:15])[n:8]1[CH3:9].[OH2:32].[c:24]1([CH3:25])[cH:26][cH:27][c:28]([Mg+:29])[cH:30][cH:31]1>>[C:2](=[O:3])([c:4]1[cH:5][cH:6][c:7]([CH2:10][C:11](=[O:12])[O:13][CH2:14][CH3:15])[n:8]1[CH3:9])[c:20]1[cH:19][cH:18][c:17]([CH3:16])[cH:22][cH:21]1. Starting materials: O=C(CBr)c1ccccc1F, CC#N, O=C(OC(c1cccc(F)c1)c1cccc(F)c1)C1CN2CCC1CC2. The product is [Br-], O=C(C[N+]12CCC(CC1)C(C(=O)OC(c1cccc(F)c1)c1cccc(F)c1)C2)c1ccccc1F. Reaction SMILES: [Br:27][CH2:28][C:29](=[O:30])[c:31]1[c:32]([F:37])[cH:33][cH:34][cH:35][cH:36]1.[CH3:38][C:39]#[N:40].[N:1]12[CH2:2][CH:3]([C:9](=[O:10])[O:11][CH:12]([c:13]3[cH:14][c:15]([F:19])[cH:16][cH:17][cH:18]3)[c:20]3[cH:21][c:22]([F:26])[cH:23][cH:24][cH:25]3)[CH:4]([CH2:5][CH2:6]1)[CH2:7][CH2:8]2>>[Br-:27].[N+:1]12([CH2:28][C:29](=[O:30])[c:31]3[c:32]([F:37])[cH:33][cH:34][cH:35][cH:36]3)[CH2:2][CH:3]([C:9](=[O:10])[O:11][CH:12]([c:13]3[cH:14][c:15]([F:19])[cH:16][cH:17][cH:18]3)[c:20]3[cH:21][c:22]([F:26])[cH:23][cH:24][cH:25]3)[CH:4]([CH2:5][CH2:6]1)[CH2:7][CH2:8]2.